This data is from the Open Reaction Database (ORD), a public repository of structured organic reaction records. The task is: describe an organic reaction: reactants, conditions, products, and yield Reactants: CCCNCCC, COC(=O)c1ccc(CBr)cc1, CN(C)C=O. The product is CCCN(CCC)Cc1ccc(C(=O)OC)cc1. Reaction SMILES: [CH2:13]([CH2:14][CH3:15])[NH:16][CH2:17][CH2:18][CH3:19].[CH3:1][O:2][C:3]([c:4]1[cH:5][cH:6][c:7]([CH2:10][Br:11])[cH:8][cH:9]1)=[O:12].[O:20]=[CH:21][N:22]([CH3:23])[CH3:24]>>[CH3:1][O:2][C:3]([c:4]1[cH:5][cH:6][c:7]([CH2:10][N:16]([CH2:13][CH2:14][CH3:15])[CH2:17][CH2:18][CH3:19])[cH:8][cH:9]1)=[O:12].